Dataset: the Open Reaction Database (ORD), a public repository of structured organic reaction records. Task: describe an organic reaction: reactants, conditions, products, and yield The reactants are C=C1CCC(C(=O)OC)C1, ClCCl, O=[O+][O-], OO[O-], c1ccc(P(c2ccccc2)c2ccccc2)cc1. Yields the product COC(=O)C1CCC(=O)C1. RXN SMILES: [CH2:1]=[C:2]1[CH2:3][CH:4]([C:7](=[O:8])[O:9][CH3:10])[CH2:5][CH2:6]1.[Cl:36][CH2:37][Cl:38].[O-:11][O+:12]=[O:13].[O:14][O:15][O-:16].[c:17]1([P:18]([c:19]2[cH:20][cH:21][cH:22][cH:23][cH:24]2)[c:25]2[cH:26][cH:27][cH:28][cH:29][cH:30]2)[cH:31][cH:32][cH:33][cH:34][cH:35]1>>[C:2]1(=[O:11])[CH2:3][CH:4]([C:7](=[O:8])[O:9][CH3:10])[CH2:5][CH2:6]1. Starting materials: C(C)(=O)N1N=CC2=C1C=C(S2)C(=O)OC (methyl 1-acetyl-1H-thieno[3,2-c]pyrazole-5-carboxylate), [OH-].[K+] (KOH). The solvent is CO (MeOH). Conditions: time 2 hour. Product: N1N=CC2=C1C=C(S2)C(=O)O (1H-Thieno[3,2-c]pyrazole-5-carboxylic acid). The yield is 81.8%. As a reaction SMILES: C([N:4]1[C:8]2[CH:9]=[C:10]([C:12]([O:14]C)=[O:13])[S:11][C:7]=2[CH:6]=[N:5]1)(=O)C.[OH-].[K+]>CO>[NH:4]1[C:8]2[CH:9]=[C:10]([C:12]([OH:14])=[O:13])[S:11][C:7]=2[CH:6]=[N:5]1 |f:1.2|. Procedure: To a solution of methyl 1-acetyl-1H-thieno[3,2-c]pyrazole-5-carboxylate (F-5) (4.9 g, 21.8 mmol) in MeOH (15 mL) was added an aqueous KOH solution (6 N, 10 mL). The reaction mixture was stirred at room temperature for 2 h, and then concentrated in vacuo. Aqueous HCl (6 N) was added to adjust pH to 5-6. The precipitates were collected by filtration to afford the title compound (3.0 g).